From a dataset of the Open Reaction Database (ORD), a public repository of structured organic reaction records. describe an organic reaction: reactants, conditions, products, and yield Procedure details: A mixture of 5-methyl-2-nitroanisol (265 g, 1.58 mol) and 10% Pd/C (39.75 g) in THF (1.32 L) was stirred overnight at rt under 1 atm of hydrogen. Filtration over kieselguhr and evaporation afforded 216.1 g of the crude product which was used in the next step without further purification. The reagents and catalysts are [Pd] (Pd/C). Reaction SMILES: [CH3:1][C:2]1[CH:3]=[CH:4][C:5]([N+:10]([O-])=O)=[C:6]([O:8][CH3:9])[CH:7]=1.[H][H]>C1COCC1.[Pd]>[CH3:9][O:8][C:6]1[CH:7]=[C:2]([CH3:1])[CH:3]=[CH:4][C:5]=1[NH2:10]. Yields the product COC1=C(N)C=CC(=C1)C (2-Methoxy-4-methylaniline). Starting materials: CC=1C=CC(=C(C1)OC)[N+](=O)[O-] (5-methyl-2-nitroanisol), [H][H] (hydrogen). Run in C1CCOC1 (THF). Yield: 99.7%. Reactants: CC(C)OC(=O)/N=N/C(=O)OC(C)C (DIAD), ClC=1C=C(C(=C(C(=O)OC)C1)C)O (methyl 5-chloro-3-hydroxy-2-methylbenzoate), O1CCC(CC1)O (tetrahydro-2H-pyran-4-ol), C1(=CC=CC=C1)P(C1=CC=CC=C1)C1=CC=CC=C1 (triphenylphosphine). Solvent: O1CCCC1 (tetrahydrofuran). Conditions: temperature 55 celsius. Yields the product ClC=1C=C(C(=C(C(=O)OC)C1)C)OC1CCOCC1 (methyl 5-chloro-2-methyl-3-((tetrahydro-2H-pyran-4-yl)oxy)benzoate). RXN SMILES: [Cl:1][C:2]1[CH:3]=[C:4]([OH:13])[C:5]([CH3:12])=[C:6]([CH:11]=1)[C:7]([O:9][CH3:10])=[O:8].[O:14]1[CH2:19][CH2:18][CH:17](O)[CH2:16][CH2:15]1.C1(P(C2C=CC=CC=2)C2C=CC=CC=2)C=CC=CC=1.CC(OC(/N=N/C(OC(C)C)=O)=O)C>O1CCCC1>[Cl:1][C:2]1[CH:3]=[C:4]([O:13][CH:17]2[CH2:18][CH2:19][O:14][CH2:15][CH2:16]2)[C:5]([CH3:12])=[C:6]([CH:11]=1)[C:7]([O:9][CH3:10])=[O:8]. Procedure: A 100 mL round bottom flask was charged with methyl 5-chloro-3-hydroxy-2-methylbenzoate (500 mg, 2.492 mmol), tetrahydro-2H-pyran-4-ol (318 mg, 3.12 mmol), triphenylphosphine (1307 mg, 4.98 mmol) and tetrahydrofuran (20 mL). The reaction was maintained for 15 min, at which time DIAD (1.454 mL, 7.48 mmol) was added in one portion. The resulting solution was heated at 55° C. for 24 h and then concentrated in vacuo. Purification of the residue by column chromatography (10-50% EtOAc/hexanes) gave me... Starting materials: C(C1=CC=CC=C1)OC(C1=CC=C(C=C1)N1CCNCC1)=O (4-piperazin-1-yl-benzoic acid benzyl ester), ClC1=NC=C(C(=O)NC2=CC(=C(C=C2)OC)OC)C=C1 (6-chloro-N-(3,4-dimethoxy-phenyl)-nicotinamide), C1(=CC=CC=C1)NC(=O)C=1C=CC(=NC1)N1CCN(CC1)C1=CC=C(C(=O)O)C=C1 (4-[4-(5-phenylcarbamoyl-pyridin-2-yl)-piperazin-1-yl]-benzoic acid). Product: COC=1C=C(C=CC1OC)NC(=O)C=1C=CC(=NC1)N1CCN(CC1)C1=CC=C(C(=O)O)C=C1 (4-{4-[5-(3,4-Dimethoxy-phenylcarbamoyl)-pyridin-2-yl]-piperazin-1-yl}-benzoic acid). Reaction SMILES: C([O:8][C:9](=[O:22])[C:10]1[CH:15]=[CH:14][C:13]([N:16]2[CH2:21][CH2:20][NH:19][CH2:18][CH2:17]2)=[CH:12][CH:11]=1)C1C=CC=CC=1.Cl[C:24]1[CH:42]=[CH:41][C:27]([C:28]([NH:30][C:31]2[CH:36]=[CH:35][C:34]([O:37][CH3:38])=[C:33]([O:39][CH3:40])[CH:32]=2)=[O:29])=[CH:26][N:25]=1.C1(NC(C2C=CC(N3CCN(C4C=CC(C(O)=O)=CC=4)CC3)=NC=2)=O)C=CC=CC=1>>[CH3:40][O:39][C:33]1[CH:32]=[C:31]([NH:30][C:28]([C:27]2[CH:41]=[CH:42][C:24]([N:19]3[CH2:18][CH2:17][N:16]([C:13]4[CH:12]=[CH:11][C:10]([C:9]([OH:8])=[O:22])=[CH:15][CH:14]=4)[CH2:21][CH2:20]3)=[N:25][CH:26]=2)=[O:29])[CH:36]=[CH:35][C:34]=1[O:37][CH3:38]. Procedure details: 4-{4-[5-(3,4-Dimethoxy-phenylcarbamoyl)-pyridin-2-yl]-piperazin-1-yl}-benzoic acid was prepared from 4-piperazin-1-yl-benzoic acid benzyl ester and 6-chloro-N-(3,4-dimethoxy-phenyl)-nicotinamide with a method similar to the one described in the synthesis of 4-[4-(5-phenylcarbamoyl-pyridin-2-yl)-piperazin-1-yl]-benzoic acid above. HRMS m/z calcd for C25H26N4O5 [M+H]+: 463.1976. Found: 463.1976. The reactants are CC1=C(C#N)C=CC(=C1)C(=O)N1C2=C(CCCC1)C=CC=C2 (2-methyl-4-(2,3,4,5-tetrahydrobenzo[b]azepine-1-carbonyl)benzonitrile), [BH4-].[Na+] (Sodium borohydride). Reagents/catalysts: [Co](Cl)Cl (cobalt (II) chloride). Run in CO (methanol). Run at time 1 hour. Yields the product NCC1=C(C=C(C=C1)C(=O)N1C2=C(CCCC1)C=CC=C2)C ((4-Aminomethyl-3-methylphenyl)-(2,3,4,5-tetrahydrobenzo[b]azepin-1-yl)methanone). Reaction SMILES: [CH3:1][C:2]1[CH:9]=[C:8]([C:10]([N:12]2[CH2:18][CH2:17][CH2:16][CH2:15][C:14]3[CH:19]=[CH:20][CH:21]=[CH:22][C:13]2=3)=[O:11])[CH:7]=[CH:6][C:3]=1[C:4]#[N:5].[BH4-].[Na+]>CO.[Co](Cl)Cl>[NH2:5][CH2:4][C:3]1[CH:6]=[CH:7][C:8]([C:10]([N:12]2[CH2:18][CH2:17][CH2:16][CH2:15][C:14]3[CH:19]=[CH:20][CH:21]=[CH:22][C:13]2=3)=[O:11])=[CH:9][C:2]=1[CH3:1] |f:1.2|. Procedure: To a solution of 2-methyl-4-(2,3,4,5-tetrahydrobenzo[b]azepine-1-carbonyl)benzonitrile from Example F1 (430 mg, 1.48 mmol) in methanol (25 ml) was added cobalt (II) chloride (710 mg, 3.0 mmol) and cooled in an ice/water bath. Sodium borohydride (570 mg, 15 mmol) was added portionwise and the mixture was stirred at room temperature for 1 h. The mixture was evaporated, 1N HCl(aq) (20 ml) was added and stirred for 15 mins. The mixture was filtered through Celite® and the Celite® was washed with 2-p... Starting materials: BrCCCOCc1ccccc1, O=C([O-])[O-], CN(C)C=O, [Cs+], [Cs+], [I-], [Na+], O, O=Cc1ccc(O)cc1. The product is O=Cc1ccc(OCCCOCc2ccccc2)cc1. RXN SMILES: [Br:10][CH2:11][CH2:12][CH2:13][O:14][CH2:15][c:16]1[cH:17][cH:18][cH:19][cH:20][cH:21]1.[C:22](=[O:23])([O-:24])[O-:25].[CH3:30][N:31]([CH3:32])[CH:33]=[O:34].[Cs+:26].[Cs+:27].[I-:29].[Na+:28].[OH2:35].[OH:1][c:2]1[cH:3][cH:4][c:5]([CH:6]=[O:7])[cH:8][cH:9]1>>[O:1]([c:2]1[cH:3][cH:4][c:5]([CH:6]=[O:7])[cH:8][cH:9]1)[CH2:11][CH2:12][CH2:13][O:14][CH2:15][c:16]1[cH:17][cH:18][cH:19][cH:20][cH:21]1. Starting materials: N1N=CC=C1 (pyrazole), ClC1=NC=C(C=C1)C (2-chloro-5-methylpyridine), COC=1C=C(C(=O)OC)C=C(C1)C (methyl 3-methoxy-5-methylbenzoate), Formula 2a, C[Si]([N-][Si](C)(C)C)(C)C.[Li+] (lithium hexamethyldisilazide). Yields the product ClC1=NC=C(C=C1)CC(=O)C1=CC(=CC(=C1)C)OC (2-(2-chloropyridin-5-yl)-1-(3-methoxy-5-methylphenyl)ethanone). Reaction SMILES: N1C=CC=N1.[CH3:6][O:7][C:8]1[CH:9]=[C:10]([CH:15]=[C:16]([CH3:18])[CH:17]=1)[C:11]([O:13]C)=O.[Cl:19][C:20]1[CH:25]=[CH:24][C:23]([CH3:26])=[CH:22][N:21]=1.C[Si](C)(C)[N-][Si](C)(C)C.[Li+]>>[Cl:19][C:20]1[CH:25]=[CH:24][C:23]([CH2:26][C:11]([C:10]2[CH:15]=[C:16]([CH3:18])[CH:17]=[C:8]([O:7][CH3:6])[CH:9]=2)=[O:13])=[CH:22][N:21]=1 |f:3.4|. Reported procedure: For the synthesis of the pyrazole derivative, first, as illustrated in Reaction Scheme 10, methyl 3-methoxy-5-methylbenzoate of Formula 2a is allowed to undergo a nucleophilic attack at its carboxylic carbon by the activated methylene group of 2-chloro-5-methylpyridine in the presence of lithium hexamethyldisilazide to afford 2-(2-chloropyridin-5-yl)-1-(3-methoxy-5-methylphenyl)ethanone, represented by Formula 28. The compound of Formula 28 is converted into a pyrazole derivative through two suc... Starting materials: CS(=O)(=O)NC(Cc1ccccc1)C(=O)O, O=C(Cl)N1Cc2ccccc2Oc2ccc(Cl)cc21. Yields the product O=C(O)N1Cc2ccccc2Oc2ccc(Cl)cc21. As a reaction SMILES: [CH3:1][S:2](=[O:3])([NH:4][CH:5]([C:6]([OH:7])=[O:8])[CH2:9][c:10]1[cH:11][cH:12][cH:13][cH:14][cH:15]1)=[O:16].[Cl:17][c:18]1[cH:19][c:20]2[c:21]([cH:34][cH:35]1)[O:22][c:23]1[c:24]([cH:30][cH:31][cH:32][cH:33]1)[CH2:25][N:26]2[C:27](=[O:28])[Cl:29]>>[OH:3][C:27]([N:26]1[c:20]2[cH:19][c:18]([Cl:17])[cH:35][cH:34][c:21]2[O:22][c:23]2[c:24]([cH:30][cH:31][cH:32][cH:33]2)[CH2:25]1)=[O:28]. The reactants are CC#N, ClCc1ccc2ccccc2n1, c1ccc(P(c2ccccc2)c2ccccc2)cc1. Yields the product c1ccc([P+](Cc2ccc3ccccc3n2)(c2ccccc2)c2ccccc2)cc1, [Cl-]. As a reaction SMILES: [CH3:32][C:33]#[N:34].[Cl:1][CH2:2][c:3]1[n:4][c:5]2[cH:6][cH:7][cH:8][cH:9][c:10]2[cH:11][cH:12]1.[c:13]1([P:19]([c:20]2[cH:21][cH:22][cH:23][cH:24][cH:25]2)[c:26]2[cH:27][cH:28][cH:29][cH:30][cH:31]2)[cH:14][cH:15][cH:16][cH:17][cH:18]1>>[CH2:2]([c:3]1[n:4][c:5]2[cH:6][cH:7][cH:8][cH:9][c:10]2[cH:11][cH:12]1)[P+:19]([c:13]1[cH:14][cH:15][cH:16][cH:17][cH:18]1)([c:20]1[cH:21][cH:22][cH:23][cH:24][cH:25]1)[c:26]1[cH:27][cH:28][cH:29][cH:30][cH:31]1.[Cl-:1].